Task: describe an organic reaction: reactants, conditions, products, and yield. Dataset: the Open Reaction Database (ORD), a public repository of structured organic reaction records Product: C(C)OC(=O)N1CCN(CC1)C([C@H](CCC(=O)OC(C)(C)C)NC(=O)C1=NN(C(=C1)OCC(=O)OCC1=CC=CC=C1)C1=CC(=CC=C1)F)=O (4-((S)-2-{[5-Benzyloxycarbonylmethoxy-1-(3-fluoro-phenyl)-1H-pyrazole-3-carbonyl]-amino}-4-tert-butoxycarbonyl-butyryl)-piperazine-1-carboxylic acid ethyl ester). Reported procedure: To a solution of 3.000 g 4-((S)-4-tert-Butoxycarbonyl-2-{[1-(3-fluoro-phenyl)-5-hydroxy-1H-pyrazole-3-carbonyl]-amino}-butyryl)-piperazine-1-carboxylic acid ethyl ester in 20 ml DMF were added 0.908 ml benzyl bromoacetate and 3.571 g cesium carbonate. After stirring at RT for 12 h the solution was reduced to a volume of 50 ml, diluted with 200 ml ethyl acetate and extracted with aqueous LiCl (4% w/w) and aqueous NaHCO3. The crude product obtained after evaporation of the solvent was used in the ... Starting materials: C(C)OC(=O)N1CCN(CC1)C([C@H](CCC(=O)OC(C)(C)C)NC(=O)C1=NN(C(=C1)O)C1=CC(=CC=C1)F)=O (4-((S)-4-tert-Butoxycarbonyl-2-{[1-(3-fluoro-phenyl)-5-hydroxy-1H-pyrazole-3-carbonyl]-amino}-butyryl)-piperazine-1-carboxylic acid ethyl ester), BrCC(=O)OCC1=CC=CC=C1 (benzyl bromoacetate), C([O-])([O-])=O.[Cs+].[Cs+] (cesium carbonate). Run in CN(C)C=O (DMF), C(C)(=O)OCC (ethyl acetate). RXN SMILES: [CH2:1]([O:3][C:4]([N:6]1[CH2:11][CH2:10][N:9]([C:12](=[O:39])[C@@H:13]([NH:23][C:24]([C:26]2[CH:30]=[C:29]([OH:31])[N:28]([C:32]3[CH:37]=[CH:36][CH:35]=[C:34]([F:38])[CH:33]=3)[N:27]=2)=[O:25])[CH2:14][CH2:15][C:16]([O:18][C:19]([CH3:22])([CH3:21])[CH3:20])=[O:17])[CH2:8][CH2:7]1)=[O:5])[CH3:2].Br[CH2:41][C:42]([O:44][CH2:45][C:46]1[CH:51]=[CH:50][CH:49]=[CH:48][CH:47]=1)=[O:43].C(=O)([O-])[O-].[Cs+].[Cs+]>CN(C=O)C.C(OCC)(=O)C>[CH2:1]([O:3][C:4]([N:6]1[CH2:11][CH2:10][N:9]([C:12](=[O:39])[C@@H:13]([NH:23][C:24]([C:26]2[CH:30]=[C:29]([O:31][CH2:41][C:42]([O:44][CH2:45][C:46]3[CH:51]=[CH:50][CH:49]=[CH:48][CH:47]=3)=[O:43])[N:28]([C:32]3[CH:37]=[CH:36][CH:35]=[C:34]([F:38])[CH:33]=3)[N:27]=2)=[O:25])[CH2:14][CH2:15][C:16]([O:18][C:19]([CH3:22])([CH3:21])[CH3:20])=[O:17])[CH2:8][CH2:7]1)=[O:5])[CH3:2] |f:2.3.4|. Reaction conditions: time 12 hour. RXN SMILES: [CH2:1]([C:3]1[NH:4][CH:5]=[CH:6][CH:7]=1)[CH3:2].C[Mg]Br.[C:11]([C:13]1[CH:18]=[CH:17][C:16]([C:19](=[O:27])SC2C=CC=CN=2)=[CH:15][CH:14]=1)#[N:12].[Cl-].[NH4+]>C1(C)C=CC=CC=1.O1CCCC1>[CH2:1]([C:3]1[NH:4][C:5]([C:19]([C:16]2[CH:15]=[CH:14][C:13]([C:11]#[N:12])=[CH:18][CH:17]=2)=[O:27])=[CH:6][CH:7]=1)[CH3:2] |f:3.4|. Reaction conditions: time 40 minute. The reactants are C(C)C=1NC=CC1 (2-ethyl-1H-pyrrole), C[Mg]Br (methylmagnesium bromide), [Cl-].[NH4+] (ammonium chloride), C(#N)C1=CC=C(C=C1)C(SC1=NC=CC=C1)=O (S-(2-pyridinyl) 4-cyanobenzenecarbothioate). Procedure: To a solution of 2-ethyl-1H-pyrrole in toluene (120 mL) was added dropwise 1M methylmagnesium bromide in tetrahydrofuran (170 mL) in a dry ice-acetone bath below −60° C. over 30 minutes. Then the mixture was stirred in an ice-water bath for 40 minutes. To this reaction mixture was added S-(2-pyridinyl) 4-cyanobenzenecarbothioate (15.2 g) portionwise over 10 minutes in a dryice-acetone bath. After 1.5 hours stirring, saturated ammonium chloride (100 mL) was added therein and the reaction mixture ... Product: C(C)C1=CC=C(N1)C(=O)C1=CC=C(C#N)C=C1 (4-[(5-ethyl-1H-pyrrol-2-yl)carbonyl]benzonitrile). The solvent is C1(=CC=CC=C1)C (toluene), O1CCCC1 (tetrahydrofuran). The reactants are N1=CC=CC=C1 (Pyridine), Cl (hydrochloric acid), ice, OCCC(CCO)CCO (tris(2-hydroxyethyl)methane), CS(=O)(=O)Cl (methanesulphonyl chloride). Run in ClCCl (dichloromethane), ClCCl (dichloromethane), ClCCl (dichloromethane). Reaction conditions: time 24 hour. The product is CS(=O)(=O)OCCC(CCOS(=O)(=O)C)CCOS(=O)(=O)C (tris[2-(methylsulphonyloxy)ethyl]methane). As a reaction SMILES: [OH:1][CH2:2][CH2:3][CH:4]([CH2:8][CH2:9][OH:10])[CH2:5][CH2:6][OH:7].[CH3:11][S:12](Cl)(=[O:14])=[O:13].N1C=CC=CC=1.Cl>ClCCl>[CH3:11][S:12]([O:1][CH2:2][CH2:3][CH:4]([CH2:8][CH2:9][O:10][S:12]([CH3:11])(=[O:14])=[O:13])[CH2:5][CH2:6][O:7][S:12]([CH3:11])(=[O:14])=[O:13])(=[O:14])=[O:13]. Procedure details: To an stirred ice-cooled solution of tris(2-hydroxyethyl)methane (10 g, 0.0676 mol) in dichloromethane (50 ml) was slowly dripped a solution of methanesulphonyl chloride (40 g, 0.349 mol) in dichloromethane (50 ml) under nitrogen at such a rate that the temperature did not rise above 15° C. Pyridine (21.4 g, 0.27 mol, 4 eq) dissolved in dichloromethane (50 ml) was then added drop-wise at such a rate that the temperature did not rise above 15° C., exothermic reaction. The reaction was left to sti... The reactants are O=C([O-])[O-], CCOC(OCC)C(N)=O, C1CCOC1, [Na+], [Na+], S=P12SP3(=S)SP(=S)(S1)SP(=S)(S2)S3. Product: CCOC(OCC)C(N)=S. As a reaction SMILES: [C:15](=[O:16])([O-:17])[O-:18].[CH2:21]([CH3:22])[O:23][CH:24]([C:25](=[O:26])[NH2:27])[O:28][CH2:29][CH3:30].[CH2:31]1[O:32][CH2:33][CH2:34][CH2:35]1.[Na+:19].[Na+:20].[P:1]12(=[S:2])[S:3][P:4]3(=[S:14])[S:5][P:6](=[S:12])([S:7][P:8](=[S:11])([S:9]3)[S:10]1)[S:13]2>>[S:2]=[C:25]([CH:24]([O:23][CH2:21][CH3:22])[O:28][CH2:29][CH3:30])[NH2:27]. Reactants: CCO, N#CCc1cc(C(=O)O)ccc1Cl, [K+], [OH-], O. Yields the product O=C(O)Cc1cc(C(=O)O)ccc1Cl. As a reaction SMILES: [CH3:17][CH2:18][OH:19].[Cl:3][c:4]1[c:5]([CH2:13][C:14]#[N:15])[cH:6][c:7]([C:8](=[O:9])[OH:10])[cH:11][cH:12]1.[K+:2].[OH-:1].[OH2:16]>>[O:1]=[C:14]([CH2:13][c:5]1[c:4]([Cl:3])[cH:12][cH:11][c:7]([C:8](=[O:9])[OH:10])[cH:6]1)[OH:16].